This data is from the Open Reaction Database (ORD), a public repository of structured organic reaction records. The task is: describe an organic reaction: reactants, conditions, products, and yield Starting materials: ClC1=CC=C(C=C1)O (4-chlorophenol), C1(=CC=CC=C1)[Si]1(CCC(CC1)C1=CC=C(C(=O)O)C=C1)CCCC=C (4-(4-phenyl-4-(4-pentenyl)-4-silacyclohexyl)benzoic acid). Product: C(CCC=C)[Si@@H]1CC[C@H](CC1)C1=CC=C(C(=O)OC2=CC=C(C=C2)Cl)C=C1 ((4-chlorophenyl) trans-4-(4-(4-pentenyl)-4-silacyclohexyl)benzoate). RXN SMILES: [Cl:1][C:2]1[CH:7]=[CH:6][C:5]([OH:8])=[CH:4][CH:3]=1.[C:9]1([Si:15]2(CCCC=C)[CH2:20][CH2:19][CH:18]([C:21]3[CH:29]=[CH:28][C:24]([C:25](O)=[O:26])=[CH:23][CH:22]=3)[CH2:17][CH2:16]2)C=[CH:13][CH:12]=[CH:11][CH:10]=1>>[CH2:9]([Si@H:15]1[CH2:16][CH2:17][C@H:18]([C:21]2[CH:29]=[CH:28][C:24]([C:25]([O:8][C:5]3[CH:6]=[CH:7][C:2]([Cl:1])=[CH:3][CH:4]=3)=[O:26])=[CH:23][CH:22]=2)[CH2:19][CH2:20]1)[CH2:10][CH2:11][CH:12]=[CH2:13]. Procedure details: The general procedure of Example 3 was repeated using 4-chlorophenol and 4-(4-phenyl-4-(4-pentenyl)-4-silacyclohexyl)benzoic acid, thereby obtaining the intended product. The reactants are C(C)(=O)OCC (Ethyl acetate), COC(C(C(=O)OC)=CC1=C(C(=CC=C1F)F)F)=O (2-(2,3,6-Trifluoro-benzylidene)-malonic acid dimethyl ester), ClC1=CC=C(C=C1)S (4-chlorothiophenol), C(=O)([O-])[O-].[K+].[K+] (K2CO3). The solvent is O (water), C1CCOC1 (THF). Run at temperature 60 celsius, time 3 hour. The product is COC(C(C(=O)OC)C(C1=C(C(=CC=C1F)F)F)SC1=CC=C(C=C1)Cl)=O (2-[(4-Chloro-phenylsulfanyl)-(2,3,6-trifluoro-phenyl)-methyl]-malonic Acid Dimethyl Ester). As a reaction SMILES: [CH3:1][O:2][C:3](=[O:19])[C:4](=[CH:9][C:10]1[C:15]([F:16])=[CH:14][CH:13]=[C:12]([F:17])[C:11]=1[F:18])[C:5]([O:7][CH3:8])=[O:6].[Cl:20][C:21]1[CH:26]=[CH:25][C:24]([SH:27])=[CH:23][CH:22]=1.C([O-])([O-])=O.[K+].[K+].C(OCC)(=O)C>C1COCC1.O>[CH3:1][O:2][C:3](=[O:19])[CH:4]([CH:9]([S:27][C:24]1[CH:25]=[CH:26][C:21]([Cl:20])=[CH:22][CH:23]=1)[C:10]1[C:15]([F:16])=[CH:14][CH:13]=[C:12]([F:17])[C:11]=1[F:18])[C:5]([O:7][CH3:8])=[O:6] |f:2.3.4|. Procedure: 2-(2,3,6-Trifluoro-benzylidene)-malonic acid dimethyl ester (6.5 g, 23.7 mmol) and 4-chlorothiophenol (5.1 g, 35.5 mmol) were dissolved in 100 mL THF. K2CO3 (5 g, excess) was added, the reaction mixture was stirred at 60° C. for three hours. 300 mL of EtOAc and 300 mL of water were added. The organic layer was separated, washed with water, dried over Na2SO4 and concentrated. The product was purified by column chromatography using EtOAc/hexane as the eluent. (Gradient from 0/100 to 25/75 in 45 mi... Starting materials: NC1=CC=C(C(=O)N2C=3C=CC=CC3C3=CC=CC=C3C2)C=C1 (5-(4-aminobenzoyl)-5,6-dihydrophenanthridine), ClC=1C=C(C(=O)Cl)C=CC1Cl (3,4-dichlorobenzoyl chloride), Cl (HCl). Solvent: N1=CC=CC=C1 (pyridine). Run at time 6 hour. Yields the product ClC=1C=C(C(=O)NC2=CC=C(C=C2)C(=O)N2C=3C=CC=CC3C3=CC=CC=C3C2)C=CC1Cl (3.4-Dichloro-N-[4-[(5(6H)-phenanthridinyl)carbonyl]phenyl]benzamide). The yield is 107.3%. Reaction SMILES: [NH2:1][C:2]1[CH:23]=[CH:22][C:5]([C:6]([N:8]2[CH2:21][C:20]3[C:15](=[CH:16][CH:17]=[CH:18][CH:19]=3)[C:14]3[CH:13]=[CH:12][CH:11]=[CH:10][C:9]2=3)=[O:7])=[CH:4][CH:3]=1.[Cl:24][C:25]1[CH:26]=[C:27]([CH:31]=[CH:32][C:33]=1[Cl:34])[C:28](Cl)=[O:29].Cl>N1C=CC=CC=1>[Cl:24][C:25]1[CH:26]=[C:27]([CH:31]=[CH:32][C:33]=1[Cl:34])[C:28]([NH:1][C:2]1[CH:3]=[CH:4][C:5]([C:6]([N:8]2[CH2:21][C:20]3[C:15](=[CH:16][CH:17]=[CH:18][CH:19]=3)[C:14]3[CH:13]=[CH:12][CH:11]=[CH:10][C:9]2=3)=[O:7])=[CH:22][CH:23]=1)=[O:29]. Procedure: A mixture of 150 mg (0.5 mmol) of 5-(4-aminobenzoyl)-5,6-dihydrophenanthridine and 115 mg (0.55 mmol) of 3,4-dichlorobenzoyl chloride in 1 ml of pyridine is stirred at room temperature for 6 hours. To the mixture is added 6 ml of 2N HCl and the mixture stirred and filtered to give a solid. The solid is washed with water, 2N sodium carbonate and water to give 254 mg of crystals, m.p. 94°-95° C. The solid is chromatographed on thick layer silica gel plates with hexane ethyl-acetate (1:1) as solven... Starting materials: COC(=O)CCn1nc(-c2c(-c3ccccc3)nn3ccccc23)cc1O, CCO, [Na+], [OH-]. The product is O=C(O)CCn1nc(-c2c(-c3ccccc3)nn3ccccc23)cc1O. Reaction SMILES: [CH3:1][O:2][C:3](=[O:4])[CH2:5][CH2:6][n:7]1[n:8][c:9](-[c:13]2[c:14](-[c:22]3[cH:23][cH:24][cH:25][cH:26][cH:27]3)[n:15][n:16]3[c:17]2[cH:18][cH:19][cH:20][cH:21]3)[cH:10][c:11]1[OH:12].[CH3:30][CH2:31][OH:32].[Na+:29].[OH-:28]>>[O:2]=[C:3]([OH:4])[CH2:5][CH2:6][n:7]1[n:8][c:9](-[c:13]2[c:14](-[c:22]3[cH:23][cH:24][cH:25][cH:26][cH:27]3)[n:15][n:16]3[c:17]2[cH:18][cH:19][cH:20][cH:21]3)[cH:10][c:11]1[OH:12]. Reactants: ClC1=CC(=C(C=C1)C1=CC=CC=C1)F (4-chloro-2-fluorobiphenyl), C(=O)(OC)CCC(=O)Cl (3-carbomethoxypropionyl chloride), [Cl-].[Al+3].[Cl-].[Cl-] (aluminum chloride). Run in ClCCl (dichloromethane), ClCCl (dichloromethane), ClCCl (dichloromethane). Run at time 2.5 hour. Yields the product ClC1=CC(=C(C=C1)C1=CC=C(C=C1)C(CCC(=O)OC)=O)F (4-(4′-chloro-2′-fluoro-biphenyl-4-yl)-4-oxo-butyric acid, methyl ester). Isolated yield 93.9%. RXN SMILES: [Cl-].[Al+3].[Cl-].[Cl-].[Cl:5][C:6]1[CH:11]=[CH:10][C:9]([C:12]2[CH:17]=[CH:16][CH:15]=[CH:14][CH:13]=2)=[C:8]([F:18])[CH:7]=1.[C:19]([CH2:23][CH2:24][C:25](Cl)=[O:26])([O:21][CH3:22])=[O:20]>ClCCl>[Cl:5][C:6]1[CH:11]=[CH:10][C:9]([C:12]2[CH:17]=[CH:16][C:15]([C:25](=[O:26])[CH2:24][CH2:23][C:19]([O:21][CH3:22])=[O:20])=[CH:14][CH:13]=2)=[C:8]([F:18])[CH:7]=1 |f:0.1.2.3|. Procedure details: To a stirred suspension of anhydrous aluminum chloride (1.451 g, 0.0109 mol) in dichloromethane (20 mL) under nitrogen at 5° C. was added dropwise a solution of 4-chloro-2-fluorobiphenyl (0.858 g, 0.00415 mol) in dichloromethane (13 mL) over 10 minutes followed by the dropwise addition of 3-carbomethoxypropionyl chloride (0.57 mL, 0.0046 mol) in dichloromethane (13 mL) over 25 minutes. The resulting mixture was stirred for 2.5 hours then allowed to warm slowly to room temperature. Stirred for 3 ...